This data is from the Open Reaction Database (ORD), a public repository of structured organic reaction records. The task is: describe an organic reaction: reactants, conditions, products, and yield The reactants are Cl.FC=1C=C(COC[C@H]2[C@H](C2)C2CCNCC2)C=C(C1S(=O)(=O)C)F (4-((1R,2R)-2-(((3,5-difluoro-4-(methylsulfonyl)benzyl)oxy)methyl)cyclopropyl)piperidine hydrochloride), ClC1=NC=C(C=N1)COC (2-chloro-5-methoxymethylpyrimidine), ClC1=NC=C(C=N1)COC (2-chloro-5-methoxymethylpyrimidine), C(=O)([O-])[O-].[Cs+].[Cs+] (Cs2CO3). Solvent: CCOC(=O)C (EtOAc), CS(=O)C (DMSO), CS(=O)C (DMSO). Reaction conditions: time 5 minute. Yields the product FC=1C=C(COC[C@H]2[C@H](C2)C2CCN(CC2)C2=NC=C(C=N2)COC)C=C(C1S(=O)(=O)C)F (2-(4-((1R,2R)-2-(((3,5-difluoro-4-(methylsulfonyl)benzyl)oxy)methyl)cyclopropyl)piperidin-1-yl)-5-(methoxymethyl)pyrimidine). The yield is 41.9%. As a reaction SMILES: Cl.[F:2][C:3]1[CH:4]=[C:5]([CH:18]=[C:19]([F:25])[C:20]=1[S:21]([CH3:24])(=[O:23])=[O:22])[CH2:6][O:7][CH2:8][C@@H:9]1[CH2:11][C@@H:10]1[CH:12]1[CH2:17][CH2:16][NH:15][CH2:14][CH2:13]1.C([O-])([O-])=O.[Cs+].[Cs+].Cl[C:33]1[N:38]=[CH:37][C:36]([CH2:39][O:40][CH3:41])=[CH:35][N:34]=1>CS(C)=O.CCOC(C)=O>[F:2][C:3]1[CH:4]=[C:5]([CH:18]=[C:19]([F:25])[C:20]=1[S:21]([CH3:24])(=[O:22])=[O:23])[CH2:6][O:7][CH2:8][C@@H:9]1[CH2:11][C@@H:10]1[CH:12]1[CH2:13][CH2:14][N:15]([C:33]2[N:38]=[CH:37][C:36]([CH2:39][O:40][CH3:41])=[CH:35][N:34]=2)[CH2:16][CH2:17]1 |f:0.1,2.3.4|. Reported procedure: 4-((1R,2R)-2-(((3,5-difluoro-4-(methylsulfonyl)benzyl)oxy)methyl)cyclopropyl)piperidine hydrochloride (Step C product, 100 mg, 0.25 mmol) was dissolved in DMSO (3 ml) at RT under N2 and Cs2CO3 (288 mg, 0.884 mmol) was added. The mixture was stirred at RT for 5 min and 2-chloro-5-methoxymethylpyrimidine (Intermediate 18, 48 mg, 0.3 mmol) in DMSO (0.5 mL) was added. The mixture was stirred at 60° C. overnight. The mixture was diluted with EtOAc, washed with sat. NH4Cl, dried over MgSO4, and evapor... Conditions: temperature 90 celsius, time 3 hour. The product is ClC1=C(C(=C(C(=C1O)Cl)Cl)Cl)Cl.C1(=CC=CC=C1)OP(OC1=CC=CC=C1)OC1=CC=CC=C1.N(CCO)CCO.C1C(C)O1 (Pentachlorophenol - Triphenylphosphite Diethanolamine Propylene Oxide). RXN SMILES: [Cl:1][C:2]1[C:7]([OH:8])=[C:6]([Cl:9])[C:5]([Cl:10])=[C:4]([Cl:11])[C:3]=1[Cl:12].[Al].[C:14]1([O:20][P:21]([O:29][C:30]2[CH:35]=[CH:34][CH:33]=[CH:32][CH:31]=2)[O:22][C:23]2[CH:28]=[CH:27][CH:26]=[CH:25][CH:24]=2)[CH:19]=[CH:18][CH:17]=[CH:16][CH:15]=1.[NH:36]([CH2:40][CH2:41][OH:42])[CH2:37][CH2:38][OH:39].[CH2:43]1[O:46][CH:44]1[CH3:45]>>[Cl:1][C:2]1[C:7]([OH:8])=[C:6]([Cl:9])[C:5]([Cl:10])=[C:4]([Cl:11])[C:3]=1[Cl:12].[C:30]1([O:29][P:21]([O:22][C:23]2[CH:28]=[CH:27][CH:26]=[CH:25][CH:24]=2)[O:20][C:14]2[CH:19]=[CH:18][CH:17]=[CH:16][CH:15]=2)[CH:35]=[CH:34][CH:33]=[CH:32][CH:31]=1.[NH:36]([CH2:40][CH2:41][OH:42])[CH2:37][CH2:38][OH:39].[CH2:43]1[O:46][CH:44]1[CH3:45] |f:5.6.7.8|. The reactants are ClC1=C(C(=C(C(=C1O)Cl)Cl)Cl)Cl (pentachlorophenol), [Al] (aluminum), ferric, C1(=CC=CC=C1)OP(OC1=CC=CC=C1)OC1=CC=CC=C1 (triphenylphosphite), C1C(C)O1 (propylene oxide), N(CCO)CCO (diethanolamine), C1C(C)O1 (propylene oxide), amine. Procedure details: A 1-liter flask, standardly equipped, was charged with 266 grams of pentachlorophenol containing between 700 and 800 parts per million of aluminum and ferric compounds and 80.3 grams of triphenylphosphite, and then 105.4 grams of diethanolamine was added in increments. By the time the addition of the amine was completed, the temperature had risen to 66°C. and the mixture was extremely viscous. By the time the temperature had increased to 90°C. and approximately 50 ml. of propylene oxide had been... Reactants: C(C1=CC=CC=C1)OC(=O)N(C12CCC(CC1)(CC2)C(=O)ON2N=NC1=C2C=CC=C1)CC(=O)N1[C@@H](C[C@@H](C1)F)C#N ((2S,4S)-1-[[N-benzyloxycarbonyl-N-[4-(benzotriazol-1-yl)oxycarbonylbicyclo[2.2.2]oct-1-yl]amino]acetyl]-4-fluoropyrrolidine-2-carbonitrile), NC12CCC(CC1)(CC2)O (4-aminobicyclo[2.2.2]octane-1-ol). Product: C(C1=CC=CC=C1)OC(=O)N(C12CCC(CC1)(CC2)C(=O)NC21CCC(CC2)(CC1)O)CC(=O)N1[C@@H](C[C@@H](C1)F)C#N ((2S,4S)-1-[[N-benzyloxycarbonyl-N-[4-[N-(4-hydroxybicyclo[2.2.2]oct-1-yl)amino]carbonylbicyclo[2.2.2)oct-1-yl]amino]acetyl]-4-fluoropyrrolidine-2-carbonitrile). Isolated yield 61.7%. RXN SMILES: [CH2:1]([O:8][C:9]([N:11]([CH2:32][C:33]([N:35]1[CH2:39][C@@H:38]([F:40])[CH2:37][C@H:36]1[C:41]#[N:42])=[O:34])[C:12]12[CH2:19][CH2:18][C:15]([C:20]([O:22]N3C4C=CC=CC=4N=N3)=O)([CH2:16][CH2:17]1)[CH2:14][CH2:13]2)=[O:10])[C:2]1[CH:7]=[CH:6][CH:5]=[CH:4][CH:3]=1.[NH2:43][C:44]12[CH2:51][CH2:50][C:47]([OH:52])([CH2:48][CH2:49]1)[CH2:46][CH2:45]2>>[CH2:1]([O:8][C:9]([N:11]([CH2:32][C:33]([N:35]1[CH2:39][C@@H:38]([F:40])[CH2:37][C@H:36]1[C:41]#[N:42])=[O:34])[C:12]12[CH2:17][CH2:16][C:15]([C:20]([NH:43][C:44]34[CH2:51][CH2:50][C:47]([OH:52])([CH2:48][CH2:49]3)[CH2:46][CH2:45]4)=[O:22])([CH2:14][CH2:13]1)[CH2:18][CH2:19]2)=[O:10])[C:2]1[CH:3]=[CH:4][CH:5]=[CH:6][CH:7]=1. Procedure details: In a similar manner to Example 4, (2S,4S)-1-[[N-benzyloxycarbonyl-N-[4-(benzotriazol-1-yl)oxycarbonylbicyclo[2.2.2]oct-1-yl]amino]acetyl]-4-fluoropyrrolidine-2-carbonitrile (50.0 mg) and 4-aminobicyclo[2.2.2]octane-1-ol (13.5 mg) were used to obtain (2S,4S)-1-[[N-benzyloxycarbonyl-N-[4-[N-(4-hydroxybicyclo[2.2.2]oct-1-yl)amino]carbonylbicyclo[2.2.2)oct-1-yl]amino]acetyl]-4-fluoropyrrolidine-2-carbonitrile (31.2 mg). Reactants: Cc1ccccc1, CC=CC, Nc1ccccc1. Product: C1=CCN(c2ccccc2)C1. RXN SMILES: [CH3:12][c:13]1[cH:14][cH:15][cH:16][cH:17][cH:18]1.[CH3:1][CH:2]=[CH:3][CH3:4].[NH2:5][c:6]1[cH:7][cH:8][cH:9][cH:10][cH:11]1>>[CH2:1]1[CH:2]=[CH:3][CH2:4][N:5]1[c:6]1[cH:7][cH:8][cH:9][cH:10][cH:11]1. Starting materials: CN(C)C=O, Cc1ccc(C(=O)c2c[nH]c3cc4c(cc3c2=O)OC(F)(F)O4)cc1C, Fc1ccccc1CBr, [H-], [Na+]. Product: Cc1ccc(C(=O)c2cn(Cc3ccccc3F)c3cc4c(cc3c2=O)OC(F)(F)O4)cc1C. Reaction SMILES: [CH3:38][N:39]([CH3:40])[CH:41]=[O:42].[CH3:3][c:4]1[cH:5][c:6]([C:7](=[O:8])[c:9]2[cH:10][nH:11][c:12]3[cH:13][c:14]4[c:15]([cH:16][c:17]3[c:18]2=[O:19])[O:20][C:21]([F:23])([F:24])[O:22]4)[cH:25][cH:26][c:27]1[CH3:28].[F:29][c:30]1[c:31]([CH2:32][Br:33])[cH:34][cH:35][cH:36][cH:37]1.[H-:1].[Na+:2]>>[CH3:3][c:4]1[cH:5][c:6]([C:7](=[O:8])[c:9]2[cH:10][n:11]([CH2:32][c:31]3[c:30]([F:29])[cH:37][cH:36][cH:35][cH:34]3)[c:12]3[cH:13][c:14]4[c:15]([cH:16][c:17]3[c:18]2=[O:19])[O:20][C:21]([F:23])([F:24])[O:22]4)[cH:25][cH:26][c:27]1[CH3:28].